From a dataset of the Open Reaction Database (ORD), a public repository of structured organic reaction records. describe an organic reaction: reactants, conditions, products, and yield Starting materials: Cl.C(CC)N1CCC(=CC1)C1=C2CC(NC2=CC=C1)=O (1,3-dihydro-4-(1-propyl-1,2,3,6-tetrahydropyridin-4-yl)-2H-indol-2-one hydrochloride), C (charcoal). The solvent is C(C)O (ethanol). Product: Cl.C(CC)N1CCC(CC1)C1=C2CC(NC2=CC=C1)=O (1,3-dihydro-4-(1-propyl-piperidin-4-yl)-2H-indol-2-one hydrochloride). Yield: 72.9%. Reaction SMILES: [ClH:1].[CH2:2]([N:5]1[CH2:10][CH:9]=[C:8]([C:11]2[CH:19]=[CH:18][CH:17]=[C:16]3[C:12]=2[CH2:13][C:14](=[O:20])[NH:15]3)[CH2:7][CH2:6]1)[CH2:3][CH3:4].C>C(O)C>[ClH:1].[CH2:2]([N:5]1[CH2:10][CH2:9][CH:8]([C:11]2[CH:19]=[CH:18][CH:17]=[C:16]3[C:12]=2[CH2:13][C:14](=[O:20])[NH:15]3)[CH2:7][CH2:6]1)[CH2:3][CH3:4] |f:0.1,4.5|. Procedure details: 1.69 g of the hydrochloride of Example 22 were hydrogenated in 300 ml of ethanol in the presence of 0.8 g of 10% palladized charcoal and the mixture was filtered. The filtrate was evaporated to dryness and the product was crystallized from ethanol to obtain 1.24 g of 1,3-dihydro-4-(1-propyl-piperidin-4-yl)-2H-indol-2-one hydrochloride melting at 270°-275° C. The reactants are ClCC(=O)O (chloroacetic acid), 127.4g, ClCC(C)O (1-chloro-2-propanol), 200g, four, 154.7g, [Br-].[K+] (potassium bromide), S(O)(O)(=O)=O (sulfuric acid). Run in O (water), C1(=CC=CC=C1)C (toluene). Yields the product BrCC(=O)OC(CCl)C (1-chloro-2-propyl bromoacetate). As a reaction SMILES: Cl[CH2:2][C:3]([OH:5])=[O:4].[Br-:6].[K+].S(=O)(=O)(O)O.[Cl:13][CH2:14][CH:15](O)[CH3:16]>C1(C)C=CC=CC=1.O>[Br:6][CH2:2][C:3]([O:5][CH:15]([CH3:16])[CH2:14][Cl:13])=[O:4] |f:1.2|. Procedure: 94.5g (1 mol) of chloroacetic acid and 154.7g of potassium bromide were put into a 1 liter four necked flask equipped with a stirrer, a thermometer, a reflux condenser and a dropping funnel. To the mixture were added 100 ml of water as a reaction medium and stirred vigorously. Then 127.4g (1.3 mol) of c.-- sulfuric acid were added droppwise over the course of an hour at a constant rate. During that time, the temperature of the reaction mixture rose to about 50° C. After the droppwise addition, s...